This data is from the Open Reaction Database (ORD), a public repository of structured organic reaction records. The task is: describe an organic reaction: reactants, conditions, products, and yield Starting materials: Cc1oc(=O)oc1CBr, Nc1c(Cl)cc(CC(OC(=O)N2CCC(N3CCc4ccccc4NC3=O)CC2)C(=O)N2CCN(C3CCN(CC(=O)O)CC3)CC2)cc1C(F)(F)F, CN(C)C=O. Product: Cc1oc(=O)oc1COC(=O)CN1CCC(N2CCN(C(=O)C(Cc3cc(Cl)c(N)c(C(F)(F)F)c3)OC(=O)N3CCC(N4CCc5ccccc5NC4=O)CC3)CC2)CC1. Reaction SMILES: [Br:54][CH2:55][c:56]1[o:57][c:58](=[O:62])[o:59][c:60]1[CH3:61].[O:1]=[C:2]1[NH:3][c:4]2[c:5]([cH:50][cH:51][cH:52][cH:53]2)[CH2:6][CH2:7][N:8]1[CH:9]1[CH2:10][CH2:11][N:12]([C:15](=[O:16])[O:17][CH:18]([C:19](=[O:20])[N:21]2[CH2:22][CH2:23][N:24]([CH:27]3[CH2:28][CH2:29][N:30]([CH2:33][C:34](=[O:35])[OH:36])[CH2:31][CH2:32]3)[CH2:25][CH2:26]2)[CH2:37][c:38]2[cH:39][c:40]([Cl:49])[c:41]([NH2:48])[c:42]([C:44]([F:45])([F:46])[F:47])[cH:43]2)[CH2:13][CH2:14]1.[O:63]=[CH:64][N:65]([CH3:66])[CH3:67]>>[O:1]=[C:2]1[NH:3][c:4]2[c:5]([cH:50][cH:51][cH:52][cH:53]2)[CH2:6][CH2:7][N:8]1[CH:9]1[CH2:10][CH2:11][N:12]([C:15](=[O:16])[O:17][CH:18]([C:19](=[O:20])[N:21]2[CH2:22][CH2:23][N:24]([CH:27]3[CH2:28][CH2:29][N:30]([CH2:33][C:34](=[O:35])[O:36][CH2:55][c:56]4[o:57][c:58](=[O:62])[o:59][c:60]4[CH3:61])[CH2:31][CH2:32]3)[CH2:25][CH2:26]2)[CH2:37][c:38]2[cH:39][c:40]([Cl:49])[c:41]([NH2:48])[c:42]([C:44]([F:45])([F:46])[F:47])[cH:43]2)[CH2:13][CH2:14]1.